From a dataset of the Open Reaction Database (ORD), a public repository of structured organic reaction records. describe an organic reaction: reactants, conditions, products, and yield The reactants are ClCCCCC1(C(NC2=CC=CC=C12)=O)CC (3-(4-chlorobutyl)-3-ethyl-1,3-dihydro-2H-indol-2-one), ClC=1C=C(C=CC1C)N1CCNCC1 (1-(3-chloro-4-methyl-phenyl)-piperazine). Yields the product ClC=1C=C(C=CC1C)N1CCN(CC1)CCCCC1(C(NC2=CC=CC=C12)=O)CC (3-{4-[4-(3-Chloro-4-methylphenyl)-piperazin-1-yl]-butyl}-3-ethyl-1,3-dihydro-2H-indol-2-one). As a reaction SMILES: Cl[CH2:2][CH2:3][CH2:4][CH2:5][C:6]1([CH2:16][CH3:17])[C:14]2[C:9](=[CH:10][CH:11]=[CH:12][CH:13]=2)[NH:8][C:7]1=[O:15].[Cl:18][C:19]1[CH:20]=[C:21]([N:26]2[CH2:31][CH2:30][NH:29][CH2:28][CH2:27]2)[CH:22]=[CH:23][C:24]=1[CH3:25]>>[Cl:18][C:19]1[CH:20]=[C:21]([N:26]2[CH2:31][CH2:30][N:29]([CH2:2][CH2:3][CH2:4][CH2:5][C:6]3([CH2:16][CH3:17])[C:14]4[C:9](=[CH:10][CH:11]=[CH:12][CH:13]=4)[NH:8][C:7]3=[O:15])[CH2:28][CH2:27]2)[CH:22]=[CH:23][C:24]=1[CH3:25]. Procedure: The title compound is prepared according to process H by applying processing method 1 starting from 3-(4-chlorobutyl)-3-ethyl-1,3-dihydro-2H-indol-2-one and 1-(3-chloro-4-methyl-phenyl)-piperazine. Starting materials: C1=CC(=CC=C1CCO)O (tyrosol), C(CC1=CC=C(C=C1)OC1=CC=C(C=C1)O)C(=O)O (desaminothyronine), O.C1(=CC=C(C=C1)S(=O)(=O)O)C (4-toluenesulfonic acid monohydrate). The solvent is O (water), ClCCCl (1,2-dichloroethane), O (water), O (water). Product: OC1=CC=C(OC2=CC=C(C=C2)CCC(=O)OCCC2=CC=C(C=C2)O)C=C1 (4-hydroxyphenethyl 3-(4-(4-hydroxyphenoxy)phenyl)-propanoate). As a reaction SMILES: [CH:1]1[C:6]([CH2:7][CH2:8][OH:9])=[CH:5][CH:4]=[C:3]([OH:10])[CH:2]=1.[CH2:11]([C:27](O)=[O:28])[CH2:12][C:13]1[CH:18]=[CH:17][C:16]([O:19][C:20]2[CH:25]=[CH:24][C:23]([OH:26])=[CH:22][CH:21]=2)=[CH:15][CH:14]=1.O.C1(C)C=CC(S(O)(=O)=O)=CC=1>O.ClCCCl>[OH:26][C:23]1[CH:22]=[CH:21][C:20]([O:19][C:16]2[CH:17]=[CH:18][C:13]([CH2:12][CH2:11][C:27]([O:9][CH2:8][CH2:7][C:6]3[CH:5]=[CH:4][C:3]([OH:10])=[CH:2][CH:1]=3)=[O:28])=[CH:14][CH:15]=2)=[CH:25][CH:24]=1 |f:2.3|. Procedure details: Into a 500 mL round bottomed flask fitted with an overhead stirrer, and a modified Dean-stark trap for solvents heavier than water are added 10 g (72 mmol) of tyrosol, 30 g (78 mmol) of desaminothyronine, 0.65 g (3.4 mmol) of 4-toluenesulfonic acid monohydrate and 200 mL of 1,2-dichloroethane (DCE). A water-cooled reflux condenser is placed on top of the modified Dean-stark trap and the contents of the flask are heated to reflux while being stirred. The reaction is continued until approximately ... The reactants are CC#N, Cc1csc(OC(=O)OCCCl)c1, [I-], [Na+]. Yields the product Cc1csc(OC(=O)OCCI)c1. As a reaction SMILES: [CH3:16][C:17]#[N:18].[Cl:1][CH2:2][CH2:3][O:4][C:5](=[O:6])[O:7][c:8]1[s:9][cH:10][c:11]([CH3:13])[cH:12]1.[I-:15].[Na+:14]>>[CH2:2]([CH2:3][O:4][C:5](=[O:6])[O:7][c:8]1[s:9][cH:10][c:11]([CH3:13])[cH:12]1)[I:15]. Starting materials: CC=1C=C2CCCNC2=CC1 (6-methyl-1,2,3,4-tetrahydroquinoline), FC(C1N(C1)S(=O)(=O)C1=C(C=C(C=C1C)C)C)(F)F (2-trifluoromethyl-1-(2,4,6-trimethylbenzenesulfonyl)aziridine). Run in C1CCOC1 (THF). Conditions: temperature 130 celsius. The product is CC1=C(C(=CC(=C1)C)C)S(=O)(=O)NC(C(F)(F)F)CN1CCCC2=CC(=CC=C12)C (2,4,6-Trimethyl-N-[2,2,2-trifluoro-1-(6-methyl-3,4-dihydro-2H-quinolin-1-ylmethyl)ethyl]benzenesulfonamide). As a reaction SMILES: [CH3:1][C:2]1[CH:3]=[C:4]2[C:9](=[CH:10][CH:11]=1)[NH:8][CH2:7][CH2:6][CH2:5]2.[F:12][C:13]([F:30])([F:29])[CH:14]1[CH2:16][N:15]1[S:17]([C:20]1[C:25]([CH3:26])=[CH:24][C:23]([CH3:27])=[CH:22][C:21]=1[CH3:28])(=[O:19])=[O:18]>C1COCC1>[CH3:28][C:21]1[CH:22]=[C:23]([CH3:27])[CH:24]=[C:25]([CH3:26])[C:20]=1[S:17]([NH:15][CH:14]([CH2:16][N:8]1[C:9]2[C:4](=[CH:3][C:2]([CH3:1])=[CH:11][CH:10]=2)[CH2:5][CH2:6][CH2:7]1)[C:13]([F:30])([F:12])[F:29])(=[O:18])=[O:19]. Procedure: A mixture of 46 mg (0.31 mmol) of 6-methyl-1,2,3,4-tetrahydroquinoline and 91.5 mg (0.31 mmol) of 2-trifluoromethyl-1-(2,4,6-trimethylbenzenesulfonyl)aziridine in 1.5 mL of anhydrous THF was heated at 130° C. in a sealed tube for 18 hours. The mixture was concentrated and the residue was purified by silica gel chromatography eluting with ethyl acetate-hexanes (gradient) to afford 65 mg (47%), m.p. 143° C.-144° C. The reactants are C(C)(C)(C)OC(=O)N1CCN(CC1)C(=O)[C@@H]1CC[C@H](CC1)CN1C(NC2=CC=CC=C2C1=O)=O (4-[trans-4-(2,4-Dioxo-1,4-dihydro-2H-quinazolin-3-ylmethyl)cyclohexanecarbonyl]-piperazine-1-carboxylic acid tert-butyl ester), C(Cl)Cl (DCM). Reaction conditions: time 18 hour. The product is N1(CCNCC1)C(=O)[C@@H]1CC[C@H](CC1)CN1C(NC2=CC=CC=C2C1=O)=O (3-[trans-4-(piperazine-1-carbonyl)-cyclohexylmethyl]-1H-quinazoline-2,4-dione). The yield is 61.5%. Reaction SMILES: C(OC([N:8]1[CH2:13][CH2:12][N:11]([C:14]([C@H:16]2[CH2:21][CH2:20][C@H:19]([CH2:22][N:23]3[C:32](=[O:33])[C:31]4[C:26](=[CH:27][CH:28]=[CH:29][CH:30]=4)[NH:25][C:24]3=[O:34])[CH2:18][CH2:17]2)=[O:15])[CH2:10][CH2:9]1)=O)(C)(C)C.C(Cl)Cl>>[N:11]1([C:14]([C@H:16]2[CH2:21][CH2:20][C@H:19]([CH2:22][N:23]3[C:32](=[O:33])[C:31]4[C:26](=[CH:27][CH:28]=[CH:29][CH:30]=4)[NH:25][C:24]3=[O:34])[CH2:18][CH2:17]2)=[O:15])[CH2:10][CH2:9][NH:8][CH2:13][CH2:12]1. Reported procedure: To a solution of 4-[trans-4-(2,4-Dioxo-1,4-dihydro-2H-quinazolin-3-ylmethyl)cyclohexanecarbonyl]-piperazine-1-carboxylic acid tert-butyl ester (1.16 g, 2.5 mmol) in DCM (10 mL) H2SO4 (0.26 mL, 5 mmol) was added and the reaction was stirred at room temperature for 18 hours. The reaction mixture was washed with 10 mL of 0.4 M solution Na2CO3 and the organic phase was collected and concentrated under reduced pressure. 0.57 g of the titled compound were obtained (yield 63%). Reactants: ClC=1C=C(C=CC1Cl)C12C(N(C(C2C2C=CC1CC2)=O)C)=O (3a-(3,4-dichlorophenyl)-3a,4,7,7a-tetrahydro-2-methyl-4,7-ethano-1H-isoindole-1,3(2H)-dione). The reagents and catalysts are Cl (hydrochloric acid), [Pt]=O (platinum oxide). Solvent: C(C)(=O)OCC (ethyl acetate). Yields the product ClC=1C=C(C=CC1Cl)C12C(N(C(C2C2CCC1CC2)=O)C)=O (3a-(3,4-dichlorophenyl)hexahydro-2-methyl-4,7-ethano-1H-isoindole-1,3(2H)-dione). The yield is 91.9%. RXN SMILES: [Cl:1][C:2]1[CH:3]=[C:4]([C:9]23[CH:17]4[CH2:18][CH2:19][CH:14]([CH:15]=[CH:16]4)[CH:13]2[C:12](=[O:20])[N:11]([CH3:21])[C:10]3=[O:22])[CH:5]=[CH:6][C:7]=1[Cl:8]>Cl.C(OCC)(=O)C.[Pt]=O>[Cl:1][C:2]1[CH:3]=[C:4]([C:9]23[CH:17]4[CH2:16][CH2:15][CH:14]([CH2:19][CH2:18]4)[CH:13]2[C:12](=[O:20])[N:11]([CH3:21])[C:10]3=[O:22])[CH:5]=[CH:6][C:7]=1[Cl:8]. Procedure details: A mixture of 8.0 g of the above dicarboximide, 0.8 g of platinum oxide and 3 drops of concentrated hydrochloric acid in 150 ml of ethyl acetate was hydrogenated in a Parr apparatus. The reaction mixture was filtered and the filtrate was concentrated in vacuo giving 7.4 g of 3a-(3,4-dichlorophenyl)hexahydro-2-methyl-4,7-ethano-1H-isoindole-1,3(2H)-dione as straw colored crystals, mp 126°-134° C. The reactants are COC1([C@@H]2N(C(C(C2=O)C)C(=O)OCOC(C(C)(C)C)=O)C1=O)NC(COC1=CC=CC=C1)=O (Pivaloyloxymethyl 6-methoxy-2-methyl-1-oxo-6-(2-phenoxyacetamido)carbapenam-3-carboxylate), [BH4-].C(CCC)[N+](CCCC)(CCCC)CCCC (tetrabutylammonium borohydride). Run in C(Cl)Cl (methylene chloride). The product is OC1C(C(N2[C@H]1C(C2=O)(NC(COC2=CC=CC=C2)=O)OC)C(=O)OCOC(C(C)(C)C)=O)C (pivaloyloxymethyl 1-hydroxy-6-methoxy-2-methyl-6-(2-phenoxyacetamido)carbapenam-3-carboxylate). Isolated yield 12.0%. As a reaction SMILES: [CH3:1][O:2][C:3]1([NH:24][C:25](=[O:34])[CH2:26][O:27][C:28]2[CH:33]=[CH:32][CH:31]=[CH:30][CH:29]=2)[C:22](=[O:23])[N:5]2[CH:6]([C:11]([O:13][CH2:14][O:15][C:16](=[O:21])[C:17]([CH3:20])([CH3:19])[CH3:18])=[O:12])[CH:7]([CH3:10])[C:8](=[O:9])[C@H:4]12.[BH4-].C([N+](CCCC)(CCCC)CCCC)CCC>C(Cl)Cl>[OH:9][CH:8]1[C@@H:4]2[C:3]([O:2][CH3:1])([NH:24][C:25](=[O:34])[CH2:26][O:27][C:28]3[CH:33]=[CH:32][CH:31]=[CH:30][CH:29]=3)[C:22](=[O:23])[N:5]2[CH:6]([C:11]([O:13][CH2:14][O:15][C:16](=[O:21])[C:17]([CH3:19])([CH3:18])[CH3:20])=[O:12])[CH:7]1[CH3:10] |f:1.2|. Procedure details: Pivaloyloxymethyl 6-methoxy-2-methyl-1-oxo-6-(2-phenoxyacetamido)carbapenam-3-carboxylate (79 mg., 0.17 mmole) in 10 ml. of methylene chloride was reduced at -78° C. with tetrabutylammonium borohydride (11 mg., 0.04 mmole), the reaction monitored, and crude product isolated according to Example 3. Chromatography on silica gel (3:1 methylene chloride:ethyl acetate as eluant), monitored by ir, gave pivaloyloxymethyl 1-hydroxy-6-methoxy-2-methyl-6-(2-phenoxyacetamido)carbapenam-3-carboxylate [9.8 m...